Dataset: the Open Reaction Database (ORD), a public repository of structured organic reaction records. Task: describe an organic reaction: reactants, conditions, products, and yield Starting materials: [OH-].[Na+] (sodium hydroxide), COC1=NC(=NC(=C1)OC)OC1=CC=C2C(CC(O2)OCC)=C1C(=O)OC (methyl 5-(4,6-dimethoxypyrimidin-2-yl)oxy-2-ethoxy-2,3-dihydrobenzofuran-4-carboxylate), O (water). The solvent is CS(=O)C (dimethylsulfoxide). Run at time 10 minute. The product is COC1=NC(=NC(=C1)OC)OC1=CC=C2C(CC(O2)OCC)=C1C(=O)O (5-(4,6-Dimethoxypyrimidin-2-yl)oxy-2-ethoxy-2,3-dihydrobenzofuran-4-carboxylic Acid). Isolated yield 86.6%. Reaction SMILES: [CH3:1][O:2][C:3]1[CH:8]=[C:7]([O:9][CH3:10])[N:6]=[C:5]([O:11][C:12]2[C:23]([C:24]([O:26]C)=[O:25])=[C:16]3[CH2:17][CH:18]([O:20][CH2:21][CH3:22])[O:19][C:15]3=[CH:14][CH:13]=2)[N:4]=1.[OH-].[Na+].O>CS(C)=O>[CH3:10][O:9][C:7]1[CH:8]=[C:3]([O:2][CH3:1])[N:4]=[C:5]([O:11][C:12]2[C:23]([C:24]([OH:26])=[O:25])=[C:16]3[CH2:17][CH:18]([O:20][CH2:21][CH3:22])[O:19][C:15]3=[CH:14][CH:13]=2)[N:6]=1 |f:1.2|. Procedure: While stirring 1.2 g of methyl 5-(4,6-dimethoxypyrimidin-2-yl)oxy-2-ethoxy-2,3-dihydrobenzofuran-4-carboxylate in 20 ml of dimethylsulfoxide at room temperature, 2 ml of a 2N sodium hydroxide aqueous solution was dropwise added thereto over a period of 10 minutes and then the mixture was further stirred for 15 hours. The mixture was poured into water and extracted with diethyl ether. Then, the aqueous layer was acidified with 10% hydrochloric acid, and precipitated crystals were extracted with e...